Dataset: the Open Reaction Database (ORD), a public repository of structured organic reaction records. Task: describe an organic reaction: reactants, conditions, products, and yield The reagents and catalysts are C(=O)(C(F)(F)F)O (TFA). Solvent: CS(=O)C (DMSO), CCOC(=O)C (EtOAc). Yields the product C1(=CC=CC=C1)NC1=CC=C(N=N1)C1=CC=C(C=C1)O (4-(6-Phenylamino-pyridazin-3-yl)-phenol). Starting materials: ClC1=CC=C(N=N1)C1=CC=C(C=C1)O (4-(6-Chloro-pyridazin-3-yl)-phenol), NC1=CC=CC=C1 (aniline). RXN SMILES: Cl[C:2]1[N:7]=[N:6][C:5]([C:8]2[CH:13]=[CH:12][C:11]([OH:14])=[CH:10][CH:9]=2)=[CH:4][CH:3]=1.[NH2:15][C:16]1[CH:21]=[CH:20][CH:19]=[CH:18][CH:17]=1>CS(C)=O.C(O)(C(F)(F)F)=O.CCOC(C)=O>[C:16]1([NH:15][C:2]2[N:7]=[N:6][C:5]([C:8]3[CH:13]=[CH:12][C:11]([OH:14])=[CH:10][CH:9]=3)=[CH:4][CH:3]=2)[CH:21]=[CH:20][CH:19]=[CH:18][CH:17]=1. Run at temperature 80 celsius. Reported procedure: To a solution of 4-(6-chloro-pyridazin-3-yl)-phenol (Step 2, 1 g, 4.84 mmol) and aniline (1.35 g, 14.52 mmol) in 20 mL of DMSO was added 5 drops of TFA. The reaction was heated to 80° C. for 16 h. The solution was cooled to RT and diluted with 100 mL of EtOAc. The organic phase was washed with 40 mL of water, 40 mL of brine, dried over Na2SO4 and concentrated in vacuo. The residue was purified by chromatography (50% EtOAc/hexane to EtOAc) to give the title compound as a white solid. MS (ESI pos.... The reactants are Cc1cc(CC(NC(=O)OC(C)(C)C)c2ncc[nH]2)cc2cn(COCC[Si](C)(C)C)nc12, O=C([O-])[O-], CC#N, O=[N+]([O-])c1ccccc1F, [K+], [K+]. Yields the product Cc1cc(CC(NC(=O)OC(C)(C)C)c2nccn2-c2ccccc2[N+](=O)[O-])cc2cn(COCC[Si](C)(C)C)nc12. As a reaction SMILES: [C:1]([CH3:2])([CH3:3])([CH3:4])[O:5][C:6]([NH:7][CH:8]([CH2:9][c:10]1[cH:11][c:12]2[cH:13][n:14]([CH2:20][O:21][CH2:22][CH2:23][Si:24]([CH3:25])([CH3:26])[CH3:27])[n:15][c:16]2[c:17]([CH3:19])[cH:18]1)[c:28]1[nH:29][cH:30][cH:31][n:32]1)=[O:33].[C:44](=[O:45])([O-:46])[O-:47].[CH3:50][C:51]#[N:52].[F:34][c:35]1[c:36]([N+:41](=[O:42])[O-:43])[cH:37][cH:38][cH:39][cH:40]1.[K+:48].[K+:49]>>[C:1]([CH3:2])([CH3:3])([CH3:4])[O:5][C:6]([NH:7][CH:8]([CH2:9][c:10]1[cH:11][c:12]2[cH:13][n:14]([CH2:20][O:21][CH2:22][CH2:23][Si:24]([CH3:25])([CH3:26])[CH3:27])[n:15][c:16]2[c:17]([CH3:19])[cH:18]1)[c:28]1[n:29](-[c:35]2[c:36]([N+:41](=[O:42])[O-:43])[cH:37][cH:38][cH:39][cH:40]2)[cH:30][cH:31][n:32]1)=[O:33]. Reactants: COC(=O)CC(=O)c1ccc(F)c(C)c1, CC(=O)C=C(C)C. The product is COC(=O)C(C(=O)c1ccc(F)c(C)c1)C(C)(C)CC(C)=O. RXN SMILES: [F:1][c:2]1[c:3]([CH3:15])[cH:4][c:5]([C:6](=[O:7])[CH2:8][C:9](=[O:10])[O:11][CH3:12])[cH:13][cH:14]1.[O:16]=[C:17]([CH3:18])[CH:19]=[C:20]([CH3:21])[CH3:22]>>[F:1][c:2]1[c:3]([CH3:15])[cH:4][c:5]([C:6](=[O:7])[CH:8]([C:9](=[O:10])[O:11][CH3:12])[C:20]([CH2:19][C:17](=[O:16])[CH3:18])([CH3:21])[CH3:22])[cH:13][cH:14]1. The reactants are C1(=CC=CC=C1)N1CNC(C12CCN(CC2)C[C@H]2[C@@H](C1=CC(=CC=C1CC2)OC)O)=O (trans-1-Phenyl-8-[(1,2,3,4-tetrahydro-1-hydroxy-7-methoxy-2-naphthalenyl)methyl]-1,3,8-triazaspiro[4.5]decan-4-one), S(O)(O)(=O)=O.C(C)(=O)O (sulfuric acid acetic acid), C([O-])(O)=O.[Na+] (sodium bicarbonate). Solvent: C(C)O.CCOCC (ethanol ether). Run at time 16 hour. Yields the product COC1=CC=C2CCC(=CC2=C1)CN1CCC2(C(NCN2C2=CC=CC=C2)=O)CC1 (8-[(3,4-Dihydro-7-methoxy-2-naphthalenyl)methyl]-1-phenyl-1,3,8-triazaspiro[4.5]decan-4-one). Isolated yield 62.7%. Reaction SMILES: [C:1]1([N:7]2[C:11]3([CH2:16][CH2:15][N:14]([CH2:17][C@@H:18]4[CH2:27][CH2:26][C:25]5[C:20](=[CH:21][C:22]([O:28][CH3:29])=[CH:23][CH:24]=5)[C@H:19]4O)[CH2:13][CH2:12]3)[C:10](=[O:31])[NH:9][CH2:8]2)[CH:6]=[CH:5][CH:4]=[CH:3][CH:2]=1.S(=O)(=O)(O)O.C(O)(=O)C.C(=O)(O)[O-].[Na+]>C(O)C.CCOCC>[CH3:29][O:28][C:22]1[CH:21]=[C:20]2[C:25]([CH2:26][CH2:27][C:18]([CH2:17][N:14]3[CH2:15][CH2:16][C:11]4([N:7]([C:1]5[CH:2]=[CH:3][CH:4]=[CH:5][CH:6]=5)[CH2:8][NH:9][C:10]4=[O:31])[CH2:12][CH2:13]3)=[CH:19]2)=[CH:24][CH:23]=1 |f:1.2,3.4,5.6|. Procedure: trans-1-Phenyl-8-[(1,2,3,4-tetrahydro-1-hydroxy-7-methoxy-2-naphthalenyl)methyl]-1,3,8-traizaspiro[4.5]decan-4-one (5.0 g, see example 196) is added in portions to 25 ml of 20% v/v sulfuric acid/acetic acid. The resulting mixture is stirred for 16 hours at room temperature protected from moisture by a drying tube. The reaction mixture is warmed on a steam bath for 5 minutes, cooled, poured onto ice, basified with solid sodium bicarbonate, and extracted with methylene chloride. The dried methylen... The reactants are CC(C)(C)OC(=O)N1CCC(Oc2cc(C(C)(C)C)ccc2C(=O)Cl)CC1, Nc1ccc(Cl)cc1C(=O)Nc1ccc(F)cn1. Product: CC(C)(C)OC(=O)N1CCC(Oc2cc(C(C)(C)C)ccc2C(=O)Nc2ccc(Cl)cc2C(=O)Nc2ccc(F)cn2)CC1. RXN SMILES: [C:1]([CH3:2])([CH3:3])([CH3:4])[c:5]1[cH:6][c:7]([O:14][CH:15]2[CH2:16][CH2:17][N:18]([C:21](=[O:22])[O:23][C:24]([CH3:25])([CH3:26])[CH3:27])[CH2:19][CH2:20]2)[c:8]([C:9](=[O:10])[Cl:11])[cH:12][cH:13]1.[NH2:28][c:29]1[c:30]([C:31](=[O:32])[NH:33][c:34]2[n:35][cH:36][c:37]([F:40])[cH:38][cH:39]2)[cH:41][c:42]([Cl:45])[cH:43][cH:44]1>>[C:1]([CH3:2])([CH3:3])([CH3:4])[c:5]1[cH:6][c:7]([O:14][CH:15]2[CH2:16][CH2:17][N:18]([C:21](=[O:22])[O:23][C:24]([CH3:25])([CH3:26])[CH3:27])[CH2:19][CH2:20]2)[c:8]([C:9](=[O:10])[NH:28][c:29]2[c:30]([C:31](=[O:32])[NH:33][c:34]3[n:35][cH:36][c:37]([F:40])[cH:38][cH:39]3)[cH:41][c:42]([Cl:45])[cH:43][cH:44]2)[cH:12][cH:13]1. Starting materials: C(C)(C)N(C(C1=C(C=C(C=C1)C1=C(C=CC=C1)C)C=O)=O)C(C)C (N,N-diisopropyl 2-formyl-4-(2-methylphenyl)benzamide), NN (hydrazine). Solvent: C(C)(=O)O (acetic acid). Reaction conditions: temperature 110 celsius. The product is C1(=C(C=CC=C1)C=1C=C2C=NN=C(C2=CC1)O)C (6-o-tolylphthalazin-1-ol). RXN SMILES: C([N:4](C(C)C)[C:5](=[O:21])[C:6]1[CH:11]=[CH:10][C:9]([C:12]2[CH:17]=[CH:16][CH:15]=[CH:14][C:13]=2[CH3:18])=[CH:8][C:7]=1[CH:19]=O)(C)C.[NH2:25]N>C(O)(=O)C>[C:13]1([CH3:18])[CH:14]=[CH:15][CH:16]=[CH:17][C:12]=1[C:9]1[CH:8]=[C:7]2[C:6](=[CH:11][CH:10]=1)[C:5]([OH:21])=[N:4][N:25]=[CH:19]2. Procedure: To a solution of N,N-diisopropyl 2-formyl-4-(2-methylphenyl)benzamide (5.45 g, 12 mmol) in acetic acid (15 mL) was added anhydrous hydrazine (0.56 mL, 18 mmol). The resulting solution was then heated at 110° C. for 16 h. The reaction mixture was cooled to RT, and the volatiles removed in vacuo. The residue was diluted with ethyl acetate (150 mL) and washed with saturated aqueous solution of sodium bicarbonate, and brine. The resulting organic solution was then dried over magnesium sulfate and co...